This data is from the Open Reaction Database (ORD), a public repository of structured organic reaction records. The task is: describe an organic reaction: reactants, conditions, products, and yield The reactants are C(C)[Mg]Br (Ethylmagnesium bromide), BrC=1C=CC(=NC1)C#N (5-bromopicolinonitrile), B(F)(F)F.CCOCC (boron trifluoride etherate). Reagents/catalysts: CC([O-])C.[Ti+4].CC([O-])C.CC([O-])C.CC([O-])C (Titanium (IV) isopropoxide). Run in C(C)OCC (diethyl ether), C(C)OCC (diethyl ether). Conditions: temperature -78 celsius, time 5 minute. Yields the product BrC=1C=CC(=NC1)C1(CC1)N (1-(5-bromopyridin-2-yl)cyclopropanamine). RXN SMILES: [Br:1][C:2]1[CH:3]=[CH:4][C:5]([C:8]#[N:9])=[N:6][CH:7]=1.[CH2:10]([Mg]Br)[CH3:11].B(F)(F)F.CCOCC>C(OCC)C.CC(C)[O-].[Ti+4].CC(C)[O-].CC(C)[O-].CC(C)[O-]>[Br:1][C:2]1[CH:3]=[CH:4][C:5]([C:8]2([NH2:9])[CH2:11][CH2:10]2)=[N:6][CH:7]=1 |f:2.3,5.6.7.8.9|. Procedure: 5-bromopicolinonitrile (D9) (43.6 g, 0.238 mol) was suspended in diethyl ether (1.3 L) and the resulting mixture was cooled to −78° C. Titanium (IV) isopropoxide (74.4 g, 0.262 mol) was added dropwise and the reaction mixture was stirred for 5 min. Ethylmagnesium bromide 1M in diethyl ether (525 ml, 0.525 mol) was added dropwise and the resulting reaction mixture was stirred for 30 mins at −78° C. The reaction mixture was allowed to warm to room temperature for 1 hour then boron trifluoride ethe... Starting materials: COC(=O)c1ccc(C2CC2)c(-c2cccc(Cl)c2)n1, Cl, [Na+], [OH-], O. Yields the product O=C(O)c1ccc(C2CC2)c(-c2cccc(Cl)c2)n1. Reaction SMILES: [CH3:1][O:2][C:3](=[O:4])[c:5]1[n:6][c:7](-[c:14]2[cH:15][c:16]([Cl:20])[cH:17][cH:18][cH:19]2)[c:8]([CH:11]2[CH2:12][CH2:13]2)[cH:9][cH:10]1.[ClH:23].[Na+:22].[OH-:21].[OH2:24]>>[O:2]=[C:3]([OH:4])[c:5]1[n:6][c:7](-[c:14]2[cH:15][c:16]([Cl:20])[cH:17][cH:18][cH:19]2)[c:8]([CH:11]2[CH2:12][CH2:13]2)[cH:9][cH:10]1. Starting materials: ClC=1C=C2C(=NC1C1=CC=C(C=C1)C1=CC=CC=C1)N=C(N2COCC[Si](C)(C)C)O[C@@H]2CO[C@H]1[C@@H]2OCC1CC(C)(O)C (1-[(3aR,6R,6aS)-6-[6-chloro-5-(4-phenylphenyl)-1-(2-trimethylsilylethoxymethyl)-imidazo[4,5-b]pyridin-2-yl]oxy-2,3,3a,5,6,6a-hexahydrofuro[3,2-b]furan-3-yl]-2-methyl-propan-2-ol). Run in C(=O)(C(F)(F)F)O (TFA), C(Cl)Cl (DCM), CCO (EtOH). Run at time 1.5 hour. The product is ClC=1C=C2C(=NC1C1=CC=C(C=C1)C1=CC=CC=C1)N=C(N2)O[C@@H]2CO[C@H]1[C@@H]2OCC1CC(C)(O)C (1-[(3aR,6R,6aS)-6-[[6-chloro-5-(4-phenylphenyl)-1H-imidazo[4,5-b]pyridin-2-yl]oxy]-2,3,3a,5,6,6a-hexahydrofuro[3,2-b]furan-3-yl]-2-methyl-propan-2-ol). As a reaction SMILES: [Cl:1][C:2]1[CH:3]=[C:4]2[N:22](COCC[Si](C)(C)C)[C:21]([O:31][C@H:32]3[C@H:36]4[O:37][CH2:38][CH:39]([CH2:40][C:41]([CH3:44])([OH:43])[CH3:42])[C@H:35]4[O:34][CH2:33]3)=[N:20][C:5]2=[N:6][C:7]=1[C:8]1[CH:13]=[CH:12][C:11]([C:14]2[CH:19]=[CH:18][CH:17]=[CH:16][CH:15]=2)=[CH:10][CH:9]=1>C(O)(C(F)(F)F)=O.C(Cl)Cl.CCO>[Cl:1][C:2]1[CH:3]=[C:4]2[NH:22][C:21]([O:31][C@H:32]3[C@H:36]4[O:37][CH2:38][CH:39]([CH2:40][C:41]([CH3:44])([OH:43])[CH3:42])[C@H:35]4[O:34][CH2:33]3)=[N:20][C:5]2=[N:6][C:7]=1[C:8]1[CH:13]=[CH:12][C:11]([C:14]2[CH:15]=[CH:16][CH:17]=[CH:18][CH:19]=2)=[CH:10][CH:9]=1. Procedure details: A mixture of 1-[(3aR,6R,6aS)-6-[6-chloro-5-(4-phenylphenyl)-1-(2-trimethylsilylethoxymethyl)-imidazo[4,5-b]pyridin-2-yl]oxy-2,3,3a,5,6,6a-hexahydrofuro[3,2-b]furan-3-yl]-2-methyl-propan-2-ol (66 mg, 0.104 mmol) in TFA (0.5 mL) and DCM (1.0 mL) was stirred at room temperature. After 1.5 hours, the reaction mixture was concentrated under reduced pressure to give an oil. The oil was dissolved in EtOH (1 mL) and purified by preparative HPLC reverse phase (C-18), using a 30×150 mm Sunfire™ column and... Reactants: O=C([O-])[O-], CI, CC(C)c1ccccc1O, [K+], [K+], CN(C)C=O. Product: COc1ccccc1C(C)C. Reaction SMILES: [C:13](=[O:14])([O-:15])[O-:16].[CH3:11][I:12].[CH3:1][CH:2]([CH3:3])[c:4]1[cH:5][cH:6][cH:7][cH:8][c:9]1[OH:10].[K+:17].[K+:18].[O:19]=[CH:20][N:21]([CH3:22])[CH3:23]>>[CH3:1][CH:2]([CH3:3])[c:4]1[cH:5][cH:6][cH:7][cH:8][c:9]1[O:10][CH3:13]. As a reaction SMILES: [Br:1][CH2:2][c:3]1[cH:4][cH:5][c:6]([F:11])[c:7]([C:8]#[N:9])[cH:10]1.[C:15](=[O:16])([O-:17])[O-:18].[CH3:13][OH:14].[NH3:12].[Na+:19].[Na+:20]>>[CH2:2]([c:3]1[cH:4][cH:5][c:6]([F:11])[c:7]([C:8]#[N:9])[cH:10]1)[NH2:12]. Yields the product N#Cc1cc(CN)ccc1F. Starting materials: N#Cc1cc(CBr)ccc1F, O=C([O-])[O-], CO, N, [Na+], [Na+]. Reactants: [Br-].ClC1=CC=C(C(=O)C2=CC=C(CSC(=[NH2+])N)C=C2)C=C1 (S-(4-(4-chlorobenzoyl)benzyl)thiouronium bromide), C([O-])([O-])=O.[K+].[K+] (potassium carbonate), CO (methanol), [OH-].[K+] (potassium hydroxide). The solvent is C1(=CC=CC=C1)C (toluene), O (water). Reaction conditions: time 30 minute. The product is ClC1=CC=C(C(=O)C2=CC=C(C=C2)CSCC)C=C1 (4-chloro-4'-ethylmercaptomethylbenzophenone). Yield: 52.2%. Reaction SMILES: [Br-].[Cl:2][C:3]1[CH:21]=[CH:20][C:6]([C:7]([C:9]2[CH:19]=[CH:18][C:12]([CH2:13][S:14][C:15](N)=[NH2+])=[CH:11][CH:10]=2)=[O:8])=[CH:5][CH:4]=1.[C:22](=O)([O-])[O-].[K+].[K+].CO.[OH-].[K+]>C1(C)C=CC=CC=1.O>[Cl:2][C:3]1[CH:21]=[CH:20][C:6]([C:7]([C:9]2[CH:19]=[CH:18][C:12]([CH2:13][S:14][CH2:15][CH3:22])=[CH:11][CH:10]=2)=[O:8])=[CH:5][CH:4]=1 |f:0.1,2.3.4,6.7|. Procedure: S-(4-(4-chlorobenzoyl)benzyl)thiouronium bromide (3.3 g) and potassium carbonate (1.5 g) were dissolved in dimethylformnamide (20 ml). A methanol solution (10 ml) of potassium hydroxide (1.0 g) was added and stirred at room temperature for 30 minutes. To the reaction mixture, water (100 ml) and toluene (100 ml) were added. The organic layer was separated, and washed with water and an aqueous saturated sodium chloride solution, followed by drying over anhydrous magnesium sulfate. After distilling... The reactants are ClCCl (dichloromethane), BrC=1C=CC=C2C=C(N(C12)C)C(=O)O (7-bromo-1-methyl-1H-indole-2-carboxylic acid), C(C(=O)Cl)(=O)Cl (oxalyl dichloride). Solvent: CN(C=O)C (N,N-dimethylformamide). Conditions: time 2 hour. Yields the product BrC=1C=CC=C2C=C(N(C12)C)C(=O)Cl (7-bromo-1-methyl-1H-indole-2-carboxylic acid chloride). Reaction SMILES: [Cl:1]CCl.[Br:4][C:5]1[CH:6]=[CH:7][CH:8]=[C:9]2[C:13]=1[N:12]([CH3:14])[C:11]([C:15]([OH:17])=O)=[CH:10]2.C(Cl)(=O)C(Cl)=O>CN(C)C=O>[Br:4][C:5]1[CH:6]=[CH:7][CH:8]=[C:9]2[C:13]=1[N:12]([CH3:14])[C:11]([C:15]([Cl:1])=[O:17])=[CH:10]2. Procedure details: To a dichloromethane (2 mL) solution of 7-bromo-1-methyl-1H-indole-2-carboxylic acid (200 mg), oxalyl dichloride (0.10 mL) and N,N-dimethylformamide (5 mL) were added and the mixture was stirred at room temperature for 2 hours. The reaction mixture was concentrated, azeotroped twice with toluene to obtain a crude product of 7-bromo-1-methyl-1H-indole-2-carboxylic acid chloride. Separately, a solution was prepared by dissolving 2M trimethylsilyldiazomethane (0.60 mL) and trimethylamine (0.16 mL) ...